Dataset: the Open Reaction Database (ORD), a public repository of structured organic reaction records. Task: describe an organic reaction: reactants, conditions, products, and yield Starting materials: OC1=CC(=NC=2C=CC3=C(C12)C1=C(S3)C=CC=C1)C(=O)OC (methyl 1-hydroxy[1]benzothieno[3,2-f]quinoline-3-carboxylate). Reagents/catalysts: Cl (hydrochloric acid). Solvent: CN(C=O)C (N,N-dimethyl formamide). Product: OC1=CC(=NC=2C=CC3=C(C12)C1=C(S3)C=CC=C1)C(=O)O (1-hydroxy[1]benzothieno[3,2-f]quinoline-3-carboxylic acid). Reaction SMILES: [OH:1][C:2]1[C:11]2[C:10]3[C:12]4[CH:18]=[CH:17][CH:16]=[CH:15][C:13]=4[S:14][C:9]=3[CH:8]=[CH:7][C:6]=2[N:5]=[C:4]([C:19]([O:21]C)=[O:20])[CH:3]=1>CN(C)C=O.Cl>[OH:1][C:2]1[C:11]2[C:10]3[C:12]4[CH:18]=[CH:17][CH:16]=[CH:15][C:13]=4[S:14][C:9]=3[CH:8]=[CH:7][C:6]=2[N:5]=[C:4]([C:19]([OH:21])=[O:20])[CH:3]=1. Procedure details: A mixture of 2.0 g. (0.0065 mole) of methyl 1-hydroxy[1]benzothieno[3,2-f]quinoline-3-carboxylate (about 90 percent pure) in N,N-dimethyl formamide is heated to its reflux temperature, and several drops of 10 percent aqueous hydrochloric acid are added every fifteen minutes for 2 hours. The resulting yellow solid is separated by filtration to provide 1-hydroxy[1]benzothieno[3,2-f]quinoline-3-carboxylic acid, m.p. >285° C. (dec.). Analysis: Calculated for C16H9NO3S: %C, 65.1; %H, 3.1; %N, 4.7; Fo...